This data is from the Open Reaction Database (ORD), a public repository of structured organic reaction records. The task is: describe an organic reaction: reactants, conditions, products, and yield Starting materials: [OH-].[Na+] (sodium hydroxide), C(C)(=O)NC1=CC=C(C=C1)SCCCCCCOC(C)=O ((4-acetamidophenyl)-(6-acetoxyhexyl)sulfide), C(C)(=O)O (acetic acid), OO (hydrogen peroxide). The solvent is C(C)O (ethanol), O (water). Product: NC1=CC=C(C=C1)S(=O)(=O)CCCCCCO ((4-Aminophenyl)-(6-hydroxyhexyl)sulfone). The yield is 61.0%. RXN SMILES: C([NH:4][C:5]1[CH:10]=[CH:9][C:8]([S:11][CH2:12][CH2:13][CH2:14][CH2:15][CH2:16][CH2:17][O:18]C(=O)C)=[CH:7][CH:6]=1)(=O)C.C(O)(=[O:24])C.OO.[OH-:28].[Na+]>C(O)C.O>[NH2:4][C:5]1[CH:10]=[CH:9][C:8]([S:11]([CH2:12][CH2:13][CH2:14][CH2:15][CH2:16][CH2:17][OH:18])(=[O:24])=[O:28])=[CH:7][CH:6]=1 |f:3.4|. Procedure: A mixture of 145 g (0.47 mol) of (4-acetamidophenyl)-(6-acetoxyhexyl)sulfide and 600 mL of glacial acetic acid was heated at reflux with stirring, and 140 g (1.2 mol) of 30% hydrogen peroxide was added in small portions over 3 hours. The reaction mixture was poured on ice, and an oil separated. The mixture was extracted with dichloromethane and the extract was washed with water. The organic layer was dried (MgSO4) and the solvent was removed at reduced pressure to leave a tan oil. The oil was di... Starting materials: CI, NC(=O)c1[nH]c2ccc(C=O)cc2c1Sc1ccccc1. Product: Cn1c(C(N)=O)c(Sc2ccccc2)c2cc(C=O)ccc21. As a reaction SMILES: [CH3:22][I:23].[CH:1](=[O:2])[c:3]1[cH:4][c:5]2[c:6]([S:15][c:16]3[cH:17][cH:18][cH:19][cH:20][cH:21]3)[c:7]([C:12](=[O:13])[NH2:14])[nH:8][c:9]2[cH:10][cH:11]1>>[CH:1](=[O:2])[c:3]1[cH:4][c:5]2[c:6]([S:15][c:16]3[cH:17][cH:18][cH:19][cH:20][cH:21]3)[c:7]([C:12](=[O:13])[NH2:14])[n:8]([CH3:22])[c:9]2[cH:10][cH:11]1. Reactants: CCC1C(=O)N(C)c2cc(F)ccc2N1C(=O)c1ccc(OC)cc1, CCC1C(=O)Nc2ccc(F)cc2N1C(=O)c1ccc(OC)cc1OC. The product is CCC1C(=O)N(C)c2ccc(F)cc2N1C(=O)c1ccc(OC)cc1OC. As a reaction SMILES: [CH2:27]([CH:28]1[N:29]([C:30](=[O:31])[c:32]2[cH:33][cH:34][c:35]([O:36][CH3:37])[cH:38][cH:39]2)[c:40]2[c:41]([cH:42][c:43]([F:44])[cH:45][cH:46]2)[N:47]([CH3:48])[C:49]1=[O:50])[CH3:51].[CH3:1][O:2][c:3]1[c:4]([C:5](=[O:6])[N:7]2[CH:8]([CH2:19][CH3:20])[C:9](=[O:18])[NH:10][c:11]3[cH:12][cH:13][c:14]([F:17])[cH:15][c:16]32)[cH:21][cH:22][c:23]([O:25][CH3:26])[cH:24]1>>[CH3:1][O:2][c:3]1[c:4]([C:5](=[O:6])[N:7]2[CH:8]([CH2:19][CH3:20])[C:9](=[O:18])[N:10]([CH3:27])[c:11]3[cH:12][cH:13][c:14]([F:17])[cH:15][c:16]32)[cH:21][cH:22][c:23]([O:25][CH3:26])[cH:24]1. The reactants are CCOC(=O)C(=Cc1ccc(OCc2ccccc2)cc1OCc1ccccc1)Cc1ccccc1, CO, Cl, [K+], [OH-], O. The product is O=C(O)C(=Cc1ccc(OCc2ccccc2)cc1OCc1ccccc1)Cc1ccccc1. Reaction SMILES: [CH2:1]([c:2]1[cH:3][cH:4][cH:5][cH:6][cH:7]1)[C:8]([C:9](=[O:10])[O:11][CH2:12][CH3:13])=[CH:14][c:15]1[c:16]([O:29][CH2:30][c:31]2[cH:32][cH:33][cH:34][cH:35][cH:36]2)[cH:17][c:18]([O:21][CH2:22][c:23]2[cH:24][cH:25][cH:26][cH:27][cH:28]2)[cH:19][cH:20]1.[CH3:38][OH:39].[ClH:37].[K+:42].[OH-:41].[OH2:40]>>[CH2:1]([c:2]1[cH:3][cH:4][cH:5][cH:6][cH:7]1)[C:8]([C:9](=[O:10])[OH:11])=[CH:14][c:15]1[c:16]([O:29][CH2:30][c:31]2[cH:32][cH:33][cH:34][cH:35][cH:36]2)[cH:17][c:18]([O:21][CH2:22][c:23]2[cH:24][cH:25][cH:26][cH:27][cH:28]2)[cH:19][cH:20]1. The reactants are NC1=CSC=C1N (3,4-diaminothiophene), C(CCCC)(OC)(OC)OC (trimethyl orthovalerate), C1(=CC=C(C=C1)S(=O)(=O)[O-])C.[NH+]1=CC=CC=C1 (pyridinium p-toluenesulfonate). The solvent is C(C)O (ethanol). Product: C(CCC)C1=NC=2C(N1)=CSC2 (2-butyl-1H-thieno[3,4-d]imidazole). RXN SMILES: [NH2:1][C:2]1[C:6]([NH2:7])=[CH:5][S:4][CH:3]=1.[C:8](OC)(OC)(OC)[CH2:9][CH2:10][CH2:11][CH3:12].C1(C)C=CC(S([O-])(=O)=O)=CC=1.[NH+]1C=CC=CC=1>C(O)C>[CH2:9]([C:8]1[NH:1][C:2]2=[CH:3][S:4][CH:5]=[C:6]2[N:7]=1)[CH2:10][CH2:11][CH3:12] |f:2.3|. Procedure: To a solution of 3,4-diaminothiophene (156 mg) in ethanol (10 ml) was added trimethyl orthovalerate (0.29 ml) and pyridinium p-toluenesulfonate (4 mg). The mixture was refluxed for one hour and concentrated in vacuo. The residue was purified by preparative thin layer chromatography on silica gel developed by ethyl acetate to give 2-butyl-1H-thieno[3,4-d]imidazole (155 mg) as crystals. Starting materials: BrC1=CC(=C(C=C1)C(=O)N1[C@@H](CCC1)CN1CCCC1)F ((4-bromo-2-fluoro-phenyl)-(2-(S)-pyrrolidin-1-ylmethyl-pyrrolidin-1-yl)-methanone), C1OC=2C=C(C=CC2O1)B(O)O (3,4-Methylenedioxybenzene boronic acid). Product: O1COC2=C1C=CC(=C2)C2=CC(=C(C=C2)C(=O)N2[C@@H](CCC2)CN2CCCC2)F ((4-Benzo[1,3]dioxol-5-yl-2-fluoro-phenyl)-(2-(S)-pyrrolidin-1-ylmethyl-pyrrolidin-1-yl)-methanone). RXN SMILES: Br[C:2]1[CH:7]=[CH:6][C:5]([C:8]([N:10]2[CH2:14][CH2:13][CH2:12][C@H:11]2[CH2:15][N:16]2[CH2:20][CH2:19][CH2:18][CH2:17]2)=[O:9])=[C:4]([F:21])[CH:3]=1.[CH2:22]1[O:30][C:29]2[CH:28]=[CH:27][C:26](B(O)O)=[CH:25][C:24]=2[O:23]1>>[O:23]1[C:24]2[CH:25]=[CH:26][C:27]([C:2]3[CH:7]=[CH:6][C:5]([C:8]([N:10]4[CH2:14][CH2:13][CH2:12][C@H:11]4[CH2:15][N:16]4[CH2:20][CH2:19][CH2:18][CH2:17]4)=[O:9])=[C:4]([F:21])[CH:3]=3)=[CH:28][C:29]=2[O:30][CH2:22]1. Reported procedure: The title compound is prepared in a manner substantially analogous to Procedure SS starting from (4-bromo-2-fluoro-phenyl)-(2-(S)-pyrrolidin-1-ylmethyl-pyrrolidin-1-yl)-methanone and 3,4-Methylenedioxybenzene boronic acid. MS (M+H) 397.2 Starting materials: CC#N, Cn1ccccc1=S, ClCc1ccccn1, Cl. The product is C[n+]1ccccc1SCc1ccccn1, [Cl-]. RXN SMILES: [CH3:18][C:19]#[N:20].[CH3:1][n:2]1[c:3](=[S:8])[cH:4][cH:5][cH:6][cH:7]1.[Cl:9][CH2:10][c:11]1[n:12][cH:13][cH:14][cH:15][cH:16]1.[ClH:17]>>[CH3:1][n+:2]1[c:3]([S:8][CH2:10][c:11]2[n:12][cH:13][cH:14][cH:15][cH:16]2)[cH:4][cH:5][cH:6][cH:7]1.[Cl-:9].